Dataset: the Open Reaction Database (ORD), a public repository of structured organic reaction records. Task: describe an organic reaction: reactants, conditions, products, and yield Starting materials: N(=C=O)C (isocyanatomethane), FC1=CC=C(C=C1)CN1C(=NC2=C1C=CC=C2)NC2CCN(CC2)CCNC=2SC=CN2 (1-[(4-fluorophenyl)methyl]-N-[1-[2-[2-thiazolylamino]ethyl]-4-piperidinyl]-1H-benzimidazol-2-amine). Run in O1CCCC1 (tetrahydrofuran). The product is FC1=CC=C(C=C1)CN1C(=NC2=C1C=CC=C2)NC2CCN(CC2)CCN(C(=O)NC)C=2SC=CN2 (N-[2-[4-[[1-[(4-fluorophenyl)methyl]-1H-benzimidazol-2-yl]amino]-1-piperidinyl]ethyl]-N'-methyl-N-(2-thiazolyl)urea). Yield: 59.0%. As a reaction SMILES: [N:1]([CH3:4])=[C:2]=[O:3].[F:5][C:6]1[CH:11]=[CH:10][C:9]([CH2:12][N:13]2[C:17]3[CH:18]=[CH:19][CH:20]=[CH:21][C:16]=3[N:15]=[C:14]2[NH:22][CH:23]2[CH2:28][CH2:27][N:26]([CH2:29][CH2:30][NH:31][C:32]3[S:33][CH:34]=[CH:35][N:36]=3)[CH2:25][CH2:24]2)=[CH:8][CH:7]=1>O1CCCC1>[F:5][C:6]1[CH:7]=[CH:8][C:9]([CH2:12][N:13]2[C:17]3[CH:18]=[CH:19][CH:20]=[CH:21][C:16]=3[N:15]=[C:14]2[NH:22][CH:23]2[CH2:24][CH2:25][N:26]([CH2:29][CH2:30][N:31]([C:32]3[S:33][CH:34]=[CH:35][N:36]=3)[C:2]([NH:1][CH3:4])=[O:3])[CH2:27][CH2:28]2)=[CH:10][CH:11]=1. Procedure details: A mixture of 1.1 parts of isocyanatomethane, 6.76 parts of 1-[(4-fluorophenyl)methyl]-N-[1-[2-[2-thiazolylamino]ethyl]-4-piperidinyl]-1H-benzimidazol-2-amine and 90 parts of tetrahydrofuran was stirred and refluxed overnight. The reaction mixture was evaporated. The residue was crystallized from acetonitrile, yielding 4.5 parts (59%) of N-[2-[4-[[1-[(4-fluorophenyl)methyl]-1H-benzimidazol-2-yl]amino]-1-piperidinyl]ethyl]-N'-methyl-N-(2-thiazolyl)urea; mp. 171.9° C. (compound 103). As a reaction SMILES: [CH3:1][O:2][C:3]1=[CH:4][c:5]2[c:6]([cH:14][cH:15][cH:16][cH:17]2)[NH:7][c:8]2[c:9]1[cH:10][cH:11][cH:12][cH:13]2.[Cl:18][C:19]([Cl:20])=[O:21]>>[CH3:1][O:2][C:3]1=[CH:4][c:5]2[c:6]([cH:14][cH:15][cH:16][cH:17]2)[N:7]([C:19]([Cl:18])=[O:21])[c:8]2[c:9]1[cH:10][cH:11][cH:12][cH:13]2. Yields the product COC1=Cc2ccccc2N(C(=O)Cl)c2ccccc21. The reactants are COC1=Cc2ccccc2Nc2ccccc21, O=C(Cl)Cl. Starting materials: ClC1=CC(=C(CO)C=C1)O (4-chloro-2-hydroxy-benzylalcohol), C([O-])([O-])=O.[K+].[K+] (potassium carbonate), CN(C)C=O (DMF), BrCC(=O)[O-] (bromoacetate). Run in O (water). Run at time 15 minute. Yields the product C(C)OC(COC1=C(C=CC(=C1)Cl)CO)=O (Ethyl-(2-hydroxymethyl-5-chloro-phenoxy)-acetate). Isolated yield 91.0%. Reaction SMILES: [Cl:1][C:2]1[CH:9]=[CH:8][C:5]([CH2:6][OH:7])=[C:4]([OH:10])[CH:3]=1.[C:11](=[O:14])([O-])[O-:12].[K+].[K+].Br[CH2:18][C:19]([O-])=O.[CH3:22]N(C=O)C>O>[CH2:18]([O:12][C:11](=[O:14])[CH2:22][O:10][C:4]1[CH:3]=[C:2]([Cl:1])[CH:9]=[CH:8][C:5]=1[CH2:6][OH:7])[CH3:19] |f:1.2.3|. Reported procedure: To a solution of 4-chloro-2-hydroxy-benzylalcohol (9.7 g, 61.3 mmol) in 100 ml of DMF is added potassium carbonate (17 g, 123.1 mmol), and the resulting suspension is stirred for 15 minutes at room temperature. Ethyle bromoacetate (7.96 ml, 67 mmol) is added and the mixture is stirred at room temperature for two days. The mixture is poured in 500 ml of water, extracted with ethyl acetate (500 ml). The ethyl acetate layer is separated, washed with water (500 ml), brine (500 ml) and dried over mag... The reactants are C([O-])([O-])=O.[K+].[K+] (potassium carbonate), BrCCCCCCCCCCCC (bromododecane), O (water), FC1=C(C(=C(C=C1F)F)F)O (2,3,5,6-tetrafluorophenol). The reagents and catalysts are CCCC[N+](CCCC)(CCCC)CCCC.[Br-] (TBAB). Solvent: CCC(=O)C (MEK), CCC(=O)C (MEK). Yields the product C(CCCCCCCCCCC)OC1=C(C(=CC(=C1F)F)F)F (4-dodecyloxy-2,3,5,6-tetrafluorobenzene). The yield is 99.6%. RXN SMILES: [F:1][C:2]1[C:7]([F:8])=[CH:6][C:5]([F:9])=[C:4]([F:10])[C:3]=1[OH:11].C(=O)([O-])[O-].[K+].[K+].Br[CH2:19][CH2:20][CH2:21][CH2:22][CH2:23][CH2:24][CH2:25][CH2:26][CH2:27][CH2:28][CH2:29][CH3:30].O>CCC(C)=O.CCCC[N+](CCCC)(CCCC)CCCC.[Br-]>[CH2:30]([O:11][C:3]1[C:2]([F:1])=[C:7]([F:8])[CH:6]=[C:5]([F:9])[C:4]=1[F:10])[CH2:29][CH2:28][CH2:27][CH2:26][CH2:25][CH2:24][CH2:23][CH2:22][CH2:21][CH2:20][CH3:19] |f:1.2.3,7.8|. Reported procedure: To 20.0 g of 2,3,5,6-tetrafluorophenol (1) dissolved in 100 mL of MEK there were added 18.3 g of potassium carbonate, 4.26 g of TBAB and 33.0 g of bromododecane dissolved in 50 mL of MEK, with heating under reflux for 4 hours. After cooling and addition of water, the organic layer was separated and the aqueous layer was extracted with diethyl ether. The organic layers were combined, were washed with saturated brine, and were then dried over anhydrous magnesium sulfate. The solvent was evaporated... The reactants are C(C)(C)(C)OC(=O)N1CCC2=C(N(N=C2CC1)C1CCCC1)OS(=O)(=O)C(F)(F)F (2-cyclopentyl-3-trifluoromethanesulfonyloxy-4,5,7,8-tetrahydro-2H-1,2,6-triaza-azulene-6-carboxylic acid tert-butyl ester), ClC=1C=C(C=CC1F)B(O)O (3-chloro-4-fluorophenylboronic acid). Product: ClC1=C(C=C(C=C1)C=1N(N=C2CCNCCC12)C1CCCC1)F (3-(4-Chloro-3-fluoro-phenyl)-2-cyclopentyl-2,4,5,6,7,8-hexahydro-1,2,6-triaza-azulene). Isolated yield 28.8%. Reaction SMILES: C(OC([N:8]1[CH2:17][CH2:16][C:15]2[C:11](=[C:12](OS(C(F)(F)F)(=O)=O)[N:13]([CH:18]3[CH2:22][CH2:21][CH2:20][CH2:19]3)[N:14]=2)[CH2:10][CH2:9]1)=O)(C)(C)C.[Cl:31][C:32]1[CH:33]=[C:34](B(O)O)[CH:35]=[CH:36][C:37]=1[F:38]>>[Cl:31][C:32]1[CH:33]=[CH:34][C:35]([C:12]2[N:13]([CH:18]3[CH2:19][CH2:20][CH2:21][CH2:22]3)[N:14]=[C:15]3[C:11]=2[CH2:10][CH2:9][NH:8][CH2:17][CH2:16]3)=[CH:36][C:37]=1[F:38]. Reported procedure: The title compound (31 mg) was prepared according to Example 180 using 146 mg of 2-cyclopentyl-3-trifluoromethanesulfonyloxy-4,5,7,8-tetrahydro-2H-1,2,6-triaza-azulene-6-carboxylic acid tert-butyl ester (Example 180, Step A) and 168 mg of 3-chloro-4-fluorophenylboronic acid. MS (ESI): exact mass calculated for C18H21ClFN3, 333.14. found, m/z 334.4 [M+H]+, 336.4 [M+H]+. 1H NMR (500 MHz, CD3OD): 7.39-7.31 (m, 2H), 7.22-7.18 (m, 1H), 4.37 (m, 1H), 3.31-3.28 (m, 2H), 3.07-3.03 (m, 2H), 2.67-2.64 (m,... The reactants are CC1=C(N=C(O1)C1=CC=CC=C1)C=CC1=CC=C(/C=C/C(=O)OCC)C=C1 (Ethyl (E)-4-[2-(5-methyl-2-phenyl-4-oxazolyl)vinyl]cinnamate), [H-].C(C(C)C)[Al+]CC(C)C (diisobutylaluminum hydride). Yields the product CC1=C(N=C(O1)C1=CC=CC=C1)/C=C/C1=CC=C(C=C1)/C=C/CO ((E,E)-3-[4-[2-(5-methyl-2-phenyl-4-oxazolyl)vinyl]phenyl]-2-propenol). Reaction SMILES: [CH3:1][C:2]1[O:6][C:5]([C:7]2[CH:12]=[CH:11][CH:10]=[CH:9][CH:8]=2)=[N:4][C:3]=1[CH:13]=[CH:14][C:15]1[CH:27]=[CH:26][C:18](/[CH:19]=[CH:20]/[C:21](OCC)=[O:22])=[CH:17][CH:16]=1.[H-].C([Al+]CC(C)C)C(C)C>>[CH3:1][C:2]1[O:6][C:5]([C:7]2[CH:8]=[CH:9][CH:10]=[CH:11][CH:12]=2)=[N:4][C:3]=1/[CH:13]=[CH:14]/[C:15]1[CH:16]=[CH:17][C:18](/[CH:19]=[CH:20]/[CH2:21][OH:22])=[CH:26][CH:27]=1 |f:1.2|. Procedure details: Ethyl (E)-4-[2-(5-methyl-2-phenyl-4-oxazolyl)vinyl]cinnamate was reduced with diisobutylaluminum hydride in the same manner as in Reference Example 22 to yield (E,E)-3-[4-[2-(5-methyl-2-phenyl-4-oxazolyl)vinyl]phenyl]-2-propenol, which was then recrystallized from ethyl acetate to yield light yellow prisms having a melting point of 165°-166° C. Starting materials: O1CCCC1 (tetrahydrofuran), NCCC1=CC=C(C=C1)O (tyramine), C[Si](Cl)(C)C (trimethylchlorosilane). Run in C(C)N(CC)CC (triethylamine). Run at time 30 minute. Yields the product C[Si](OC1=CC=C(C=C1)CCN=C=O)(C)C (2-(4'-trimethylsiloxyphenyl)ethyl isocyanate). As a reaction SMILES: [O:1]1[CH2:5]CCC1.[NH2:6][CH2:7][CH2:8][C:9]1[CH:14]=[CH:13][C:12]([OH:15])=[CH:11][CH:10]=1.[CH3:16][Si:17]([CH3:20])([CH3:19])Cl>C(N(CC)CC)C>[CH3:16][Si:17]([CH3:20])([CH3:19])[O:15][C:12]1[CH:13]=[CH:14][C:9]([CH2:8][CH2:7][N:6]=[C:5]=[O:1])=[CH:10][CH:11]=1. Procedure: Into a 250 ml, three-necked flask fitted with a reflux condenser, gas inlet tube and magnetic stirrer and kept under a positive pressure of dry nitrogen, there was charged 100 ml of dry tetrahydrofuran, 1.4g (0.01 mol) of tyramine and 5.0 ml of triethylamine. 3.0 ml of trimethylchlorosilane was then added at ambient temperature, dropwise and with stirring over a period of 30 minutes. Carbon dioxide was thereafter slowly bubbled into the reaction mixture, via a syringe needle for 4 hours while th...